From a dataset of the Open Reaction Database (ORD), a public repository of structured organic reaction records. describe an organic reaction: reactants, conditions, products, and yield Reactants: CC(CCCCOC[C@H](O)[C@H](O)CO)CCCC(CCCC(C)C)C (1-O-(5,9,13-trimethyltetradecyl)erythritol). The solvent is O (water). Product: CC(CCCCOC[C@H](O)[C@H](O)CO)CCCC(CCCC(C)C)C.O (1-O-(5,9,13-trimethyltetradecyl)erythritol water). Reaction SMILES: [CH3:1][CH:2]([CH2:15][CH2:16][CH2:17][CH:18]([CH3:25])[CH2:19][CH2:20][CH2:21][CH:22]([CH3:24])[CH3:23])[CH2:3][CH2:4][CH2:5][CH2:6][O:7][CH2:8][C@@H:9]([C@@H:11]([CH2:13][OH:14])[OH:12])[OH:10]>O>[CH3:1][CH:2]([CH2:15][CH2:16][CH2:17][CH:18]([CH3:25])[CH2:19][CH2:20][CH2:21][CH:22]([CH3:24])[CH3:23])[CH2:3][CH2:4][CH2:5][CH2:6][O:7][CH2:8][C@@H:9]([C@@H:11]([CH2:13][OH:14])[OH:12])[OH:10].[OH2:7] |f:2.3|. Procedure: 1-O-(5,9,13-trimethyltetradecyl)erythritol (formula (3) above) and pure water were mixed in accordance with the same procedure as in Example 3 to obtain the sample of 1-O-(5,9,13-trimethyltetradecyl)erythritol/water system. This sample of 1-O-(5,9,13-trimethyltetradecyl)erythritol/water system was subjected to the penetration experiment under a polarizing microscope, SAXS analysis, and dhc value determination based on the results of SAXS analysis in the same manner as in Example 3. As a result, ... The reactants are C1=C2C(N3C(=NC2=CC=C1)NC1=C3C=CC=C1)=O (benzimidazo[2,1-b]quinazolin-12(6H)one), CC1CCC(CC1)C(=O)Cl (4-methylcyclohexanoyl chloride). The product is CC1CCC(CC1)C(=O)N1C2=C(C=CC=C2)N2C1=NC1=CC=CC=C1C2=O (6-(4-Methylcyclohexanoyl)benzimidazo[2,1-b]quinazolin-12(6H)one). RXN SMILES: [CH:1]1[CH:10]=[CH:9][CH:8]=[C:7]2[C:2]=1[C:3](=[O:18])[N:4]1[C:13]3[CH:14]=[CH:15][CH:16]=[CH:17][C:12]=3[NH:11][C:5]1=[N:6]2.[CH3:19][CH:20]1[CH2:25][CH2:24][CH:23]([C:26](Cl)=[O:27])[CH2:22][CH2:21]1>>[CH3:19][CH:20]1[CH2:25][CH2:24][CH:23]([C:26]([N:11]2[C:5]3=[N:6][C:7]4[C:2]([C:3](=[O:18])[N:4]3[C:13]3[CH:14]=[CH:15][CH:16]=[CH:17][C:12]2=3)=[CH:1][CH:10]=[CH:9][CH:8]=4)=[O:27])[CH2:22][CH2:21]1. Procedure: 6-(4-Methylcyclohexanoyl)benzimidazo[2,1-b]quinazolin-12(6H)one is prepared with benzimidazo[2,1-b]quinazolin-12(6H)one and 4-methylcyclohexanoyl chloride. Reactants: C(C)(C)(C)C=1C=C(N)C=CC1 (3-t-Butyl-aniline), [N-]=C=O (isocyanate). Run in C(Cl)Cl (DCM). Run at time 8 hour. Yields the product C(C)(C)(C)C1=CC(=CC=C1)N=C=O (1-tert-Butyl-3-isocyanato-benzene). As a reaction SMILES: [C:1]([C:5]1[CH:6]=[C:7]([CH:9]=[CH:10][CH:11]=1)[NH2:8])([CH3:4])([CH3:3])[CH3:2].[N-]=[C:13]=[O:14]>C(Cl)Cl>[C:1]([C:5]1[CH:11]=[CH:10][CH:9]=[C:7]([N:8]=[C:13]=[O:14])[CH:6]=1)([CH3:4])([CH3:2])[CH3:3]. Reported procedure: 3-t-Butyl-aniline (150 mg, 1 mmol) was converted to the isocyanate as described above and then dissolved in 4 mL DCM. Hydrazate (104 mg, 1 mmol) was added and the reaction was continued at rt overnight. Preparative LC-MS purification afforded 181 mg of the target compound as a white solid.